The task is: describe an organic reaction: reactants, conditions, products, and yield. This data is from the Open Reaction Database (ORD), a public repository of structured organic reaction records. Reactants: CCOC(=O)CC(=O)C1=CC=CC=C1 (ethyl benzoyl acetate), Cl.NO (hydroxylamine hydrochloride), [H-].[Na+] (sodium hydride), C(\C=C\C)=O (crotonaldehyde), ice, C(=O)([O-])[O-].[K+].[K+] (K2CO3). Run in C(C)(=O)O (acetic acid), O1CCOCC1 (dioxane), O1CCOCC1 (dioxane). Conditions: temperature 20 celsius, time 10 hour. Yields the product C1(=CC=CC=C1)C1=C(C(=O)OCC)C(=CC=N1)C (ethyl 2-phenyl-4-methylnicotinate). The yield is 25.7%. RXN SMILES: [CH3:1][CH2:2][O:3][C:4]([CH2:6][C:7]([C:9]1[CH:14]=[CH:13][CH:12]=[CH:11][CH:10]=1)=O)=[O:5].[CH:15](=O)/[CH:16]=[CH:17]/[CH3:18].[H-].[Na+].Cl.[NH2:23]O.C([O-])([O-])=O.[K+].[K+]>O1CCOCC1.C(O)(=O)C>[C:9]1([C:7]2[N:23]=[CH:15][CH:16]=[C:17]([CH3:18])[C:6]=2[C:4]([O:3][CH2:2][CH3:1])=[O:5])[CH:14]=[CH:13][CH:12]=[CH:11][CH:10]=1 |f:2.3,4.5,6.7.8|. Reported procedure: In succession at 25° C. and with introduction of nitrogen, 192 g (1 mol) of ethyl benzoyl acetate in 20 min and a solution of 84 g (1.2 mol) of crotonaldehyde in 100 ml of dioxane were added dropwise with stirring in the course of 30 min to a suspension of 2 g of sodium hydride in dioxane. After stirring for 10 hours, the reaction mixture was treated with 800 ml of acetic acid and then with 245 g (3.5 mol) of hydroxylamine hydrochloride. After stirring at 110° C. for 2 hours, the mixture was coo... Procedure details: 8-bromo-5-methyl-6-trifluoromethyl-1,3,4,4a,5,9b-hexahydro-pyrido[4,3-b]indole-2-carboxylic acid tert-butyl ester (Example 44 or 45, 1.0 eq.), aminopyridine (3.0 eq.), and NaOt-Bu (3.0 eq.) were dissolved in anhydrous toluene (0.17 M). The mixture was degassed with argon for 30 min. Pd2(dba)3 (0.06 eq.) and 2,2′-bis(diphenylphosphino)-1,1′-binaphthyl (0.18 eq.) were added; the reaction was heated at 80° C. for 16 h. The reaction was cooled to room temperature, diluted with EtOAc, filtered throug... The reagents and catalysts are C=1C=CC(=CC1)/C=C/C(=O)/C=C/C2=CC=CC=C2.C=1C=CC(=CC1)/C=C/C(=O)/C=C/C2=CC=CC=C2.C=1C=CC(=CC1)/C=C/C(=O)/C=C/C2=CC=CC=C2.[Pd].[Pd] (Pd2(dba)3). Reactants: C1(=CC=CC=C1)P(C1=C(C2=CC=CC=C2C=C1)C1=C(C=CC2=CC=CC=C12)P(C1=CC=CC=C1)C1=CC=CC=C1)C1=CC=CC=C1 (2,2′-bis(diphenylphosphino)-1,1′-binaphthyl), C(C)(C)(C)OC(=O)N1CC2C(N(C=3C(=CC(=CC23)Br)C(F)(F)F)C)CC1 (8-bromo-5-methyl-6-trifluoromethyl-1,3,4,4a,5,9b-hexahydro-pyrido[4,3-b]indole-2-carboxylic acid tert-butyl ester), NC1=NC=CC=C1 (aminopyridine), CC(C)(C)[O-].[Na+] (NaOt-Bu). Reaction conditions: temperature 80 celsius. Reaction SMILES: [C:1]([O:5][C:6]([N:8]1[CH2:26][CH2:25][CH:11]2[N:12]([CH3:24])[C:13]3[C:14]([C:20]([F:23])([F:22])[F:21])=[CH:15][C:16](Br)=[CH:17][C:18]=3[CH:10]2[CH2:9]1)=[O:7])([CH3:4])([CH3:3])[CH3:2].[NH2:27][C:28]1[CH:33]=[CH:32][CH:31]=[CH:30][N:29]=1.CC([O-])(C)C.[Na+].C1(P(C2C=CC=CC=2)C2C=CC3C(=CC=CC=3)C=2C2C3C(=CC=CC=3)C=CC=2P(C2C=CC=CC=2)C2C=CC=CC=2)C=CC=CC=1>C1(C)C=CC=CC=1.CCOC(C)=O.C1C=CC(/C=C/C(/C=C/C2C=CC=CC=2)=O)=CC=1.C1C=CC(/C=C/C(/C=C/C2C=CC=CC=2)=O)=CC=1.C1C=CC(/C=C/C(/C=C/C2C=CC=CC=2)=O)=CC=1.[Pd].[Pd]>[C:1]([O:5][C:6]([N:8]1[CH2:26][CH2:25][CH:11]2[N:12]([CH3:24])[C:13]3[C:14]([C:20]([F:23])([F:22])[F:21])=[CH:15][C:16]([NH:27][C:28]4[CH:33]=[CH:32][CH:31]=[CH:30][N:29]=4)=[CH:17][C:18]=3[CH:10]2[CH2:9]1)=[O:7])([CH3:4])([CH3:3])[CH3:2] |f:2.3,7.8.9.10.11|. Solvent: C1(=CC=CC=C1)C (toluene), CCOC(=O)C (EtOAc). Product: C(C)(C)(C)OC(=O)N1CC2C(N(C=3C(=CC(=CC23)NC2=NC=CC=C2)C(F)(F)F)C)CC1 (5-methyl-8-(pyridinylamino)-6-trifluoromethyl-1,3,4,4a,5,9b-hexahydro-pyrido[4,3-b]indole-2-carboxylic acid tert-butyl ester).